Dataset: the Open Reaction Database (ORD), a public repository of structured organic reaction records. Task: describe an organic reaction: reactants, conditions, products, and yield The reactants are C[Si](C)(C)CCOCn1ncc2c(c(CBr)c(Br)n2COCC[Si](C)(C)C)c1=O, OCCF, [H-], [Na+], C1CCOC1, O. Product: C[Si](C)(C)CCOCn1ncc2c(c(COCCF)c(Br)n2COCC[Si](C)(C)C)c1=O. Reaction SMILES: [Br:12][c:13]1[c:14]([CH2:39][Br:40])[c:15]2[c:16]([cH:17][n:18][n:19]([CH2:22][O:23][CH2:24][CH2:25][Si:26]([CH3:27])([CH3:28])[CH3:29])[c:20]2=[O:21])[n:30]1[CH2:31][O:32][CH2:33][CH2:34][Si:35]([CH3:36])([CH3:37])[CH3:38].[F:6][CH2:7][CH2:8][OH:9].[H-:10].[Na+:11].[O:1]1[CH2:2][CH2:3][CH2:4][CH2:5]1.[OH2:41]>>[F:6][CH2:7][CH2:8][O:9][CH2:39][c:14]1[c:13]([Br:12])[n:30]([CH2:31][O:32][CH2:33][CH2:34][Si:35]([CH3:36])([CH3:37])[CH3:38])[c:16]2[c:15]1[c:20](=[O:21])[n:19]([CH2:22][O:23][CH2:24][CH2:25][Si:26]([CH3:27])([CH3:28])[CH3:29])[n:18][cH:17]2.